This data is from the Open Reaction Database (ORD), a public repository of structured organic reaction records. The task is: describe an organic reaction: reactants, conditions, products, and yield Starting materials: solution, C(C)[Al](CC)CC (triethylaluminium), [Cl-].[NH4+] (ammonium chloride), C(CC)OC1=C(C#N)C=CC=C1 (2-propoxybenzonitrile), C(Cl)(Cl)Cl (chloroform). Run in CCCCCC (hexane), C1(=CC=CC=C1)C (toluene). Reaction conditions: temperature 2.5 celsius. Product: Cl.C(CC)OC1=C(C(=N)N)C=CC=C1 (2-Propoxybenzamidine hydrochloride). RXN SMILES: [Cl-].[NH4+:2].C([Al](CC)CC)C.[CH2:10]([O:13][C:14]1[CH:21]=[CH:20][CH:19]=[CH:18][C:15]=1[C:16]#[N:17])[CH2:11][CH3:12].C(Cl)(Cl)[Cl:23]>C1(C)C=CC=CC=1.CCCCCC>[ClH:23].[CH2:10]([O:13][C:14]1[CH:21]=[CH:20][CH:19]=[CH:18][C:15]=1[C:16]([NH2:2])=[NH:17])[CH2:11][CH3:12] |f:0.1,7.8|. Procedure: 21.41 g (400 mmol) of ammonium chloride are suspended in 400 ml of toluene and cooled to 0-5° C. 200 ml of a 2M solution of triethylaluminium in hexane are added dropwise, and the mixture is stirred at room temperature until the evolution of gas has ceased. After addition of 32.2 g (200 mmol) of 2-propoxybenzonitrile, the reaction mixture is stirred at 80° C. (bath) overnight. With ice-cooling, the cooled reaction mixture is added to a suspension of 300 g of silica gel and 2.85 of ice-cooled chl...